From a dataset of the Open Reaction Database (ORD), a public repository of structured organic reaction records. describe an organic reaction: reactants, conditions, products, and yield Reactants: solution, [H-].[H-].[H-].[H-].[Li+].[Al+3] (LAH), C(C)(C)OC1=C(C=C(C(=O)[O-])C=C1)C(F)(F)F (4-isopropoxy-3-(trifluoromethyl)benzoate). Solvent: C(Cl)Cl (DCM). Reaction conditions: temperature 0 celsius, time 16 hour. Yields the product C(C)(C)OC1=C(C=C(C=C1)CO)C(F)(F)F ((4-Isopropoxy-3-(trifluoromethyl)phenyl)methanol). The yield is 86.0%. Reaction SMILES: [CH:1]([O:4][C:5]1[CH:13]=[CH:12][C:8]([C:9]([O-])=[O:10])=[CH:7][C:6]=1[C:14]([F:17])([F:16])[F:15])([CH3:3])[CH3:2].[H-].[H-].[H-].[H-].[Li+].[Al+3]>C(Cl)Cl>[CH:1]([O:4][C:5]1[CH:13]=[CH:12][C:8]([CH2:9][OH:10])=[CH:7][C:6]=1[C:14]([F:15])([F:16])[F:17])([CH3:3])[CH3:2] |f:1.2.3.4.5.6|. Reported procedure: To a cooled (−78° C.) solution of 4-isopropoxy-3-(trifluoromethyl)benzoate (13.1 mmol) in DCM (85 mL) under nitrogen was added 2.0 M solution of LAH (19.0 mmol) by a syringe. The reaction was allowed to return to room temperature and stirred for 16 h. The reaction was cooled to 0° C. and quenched with water (0.95 mL) and 10% NaOH (aq) (1.90 mL). The mixture was filtered through Celite®. The filtrate was concentrated under vacuum to give the title compound as an oil (11.27 mmol). 1H NMR (400 MHz,... The reactants are COC(CC=1C=C(C(=CC1)F)C1=C(C=C(C=C1)C(F)(F)F)C=O)=O ((6-fluoro-2′-formyl-4′-trifluoromethyl-biphenyl-3-yl)-acetic acid methyl ester), Cl.FC(CN)(F)F (2,2,2-trifluoroethylamine hydrochloride). Product: COC(CC=1C=C(C(=CC1)F)C1=C(C=C(C=C1)C(F)(F)F)CNCC(F)(F)F)=O ({6-Fluoro-2′-[(2,2,2-trifluoro-ethylamino)-methyl]-4′-trifluoromethyl-biphenyl-3-yl}-acetic acid methyl ester). Reported procedure: Prepared according to the procedure described in Example 4, Step 1, using the following starting materials: (6-fluoro-2′-formyl-4′-trifluoromethyl-biphenyl-3-yl)-acetic acid methyl ester and 2,2,2-trifluoroethylamine hydrochloride. As a reaction SMILES: [CH3:1][O:2][C:3](=[O:24])[CH2:4][C:5]1[CH:6]=[C:7]([C:12]2[CH:17]=[CH:16][C:15]([C:18]([F:21])([F:20])[F:19])=[CH:14][C:13]=2[CH:22]=O)[C:8]([F:11])=[CH:9][CH:10]=1.Cl.[F:26][C:27]([F:31])([F:30])[CH2:28][NH2:29]>>[CH3:1][O:2][C:3](=[O:24])[CH2:4][C:5]1[CH:6]=[C:7]([C:12]2[CH:17]=[CH:16][C:15]([C:18]([F:19])([F:21])[F:20])=[CH:14][C:13]=2[CH2:22][NH:29][CH2:28][C:27]([F:31])([F:30])[F:26])[C:8]([F:11])=[CH:9][CH:10]=1 |f:1.2|. Reactants: C(C1=CC=CC=C1)OC1=C(C(=NC2=CC=C(C=C12)Br)COC1=CC(=CC=C1)OCC1CCOCC1)C (4-(benzyloxy)-6-bromo-3-methyl-2-{[3-(tetrahydro-2H-pyran-4-ylmethoxy)phenoxy]methyl}quinoline), N1C(CCCC1)=O (piperidin-2-one), C([O-])([O-])=O.[Cs+].[Cs+] (cesium carbonate), CC1(C2=CC=CC(=C2OC=2C(=CC=CC12)P(C1=CC=CC=C1)C1=CC=CC=C1)P(C1=CC=CC=C1)C1=CC=CC=C1)C ((9,9-dimethyl-9H-xanthen-4,5-diyl)bis(diphenylphosphine)). The reagents and catalysts are C=1C=CC(=CC1)/C=C/C(=O)/C=C/C2=CC=CC=C2.C=1C=CC(=CC1)/C=C/C(=O)/C=C/C2=CC=CC=C2.C=1C=CC(=CC1)/C=C/C(=O)/C=C/C2=CC=CC=C2.[Pd].[Pd] (tris(dibenzylideneacetone)dipalladium(0)). Run in O1CCOCC1 (dioxane). Reaction conditions: temperature 100 celsius, time 30 hour. The product is C(C1=CC=CC=C1)OC1=C(C(=NC2=CC=C(C=C12)N1C(CCCC1)=O)COC1=CC(=CC=C1)OCC1CCOCC1)C (1-[4-(benzyloxy)-3-methyl-2-{[3-(tetrahydro-2H-pyran-4-ylmethoxy)phenoxy]methyl}quinolin-6-yl]piperidin-2-one). The yield is 79.4%. As a reaction SMILES: [CH2:1]([O:8][C:9]1[C:18]2[C:13](=[CH:14][CH:15]=[C:16](Br)[CH:17]=2)[N:12]=[C:11]([CH2:20][O:21][C:22]2[CH:27]=[CH:26][CH:25]=[C:24]([O:28][CH2:29][CH:30]3[CH2:35][CH2:34][O:33][CH2:32][CH2:31]3)[CH:23]=2)[C:10]=1[CH3:36])[C:2]1[CH:7]=[CH:6][CH:5]=[CH:4][CH:3]=1.[NH:37]1[CH2:42][CH2:41][CH2:40][CH2:39][C:38]1=[O:43].C(=O)([O-])[O-].[Cs+].[Cs+].CC1(C)C2C=CC=C(P(C3C=CC=CC=3)C3C=CC=CC=3)C=2OC2C1=CC=CC=2P(C1C=CC=CC=1)C1C=CC=CC=1>O1CCOCC1.C1C=CC(/C=C/C(/C=C/C2C=CC=CC=2)=O)=CC=1.C1C=CC(/C=C/C(/C=C/C2C=CC=CC=2)=O)=CC=1.C1C=CC(/C=C/C(/C=C/C2C=CC=CC=2)=O)=CC=1.[Pd].[Pd]>[CH2:1]([O:8][C:9]1[C:18]2[C:13](=[CH:14][CH:15]=[C:16]([N:37]3[CH2:42][CH2:41][CH2:40][CH2:39][C:38]3=[O:43])[CH:17]=2)[N:12]=[C:11]([CH2:20][O:21][C:22]2[CH:27]=[CH:26][CH:25]=[C:24]([O:28][CH2:29][CH:30]3[CH2:35][CH2:34][O:33][CH2:32][CH2:31]3)[CH:23]=2)[C:10]=1[CH3:36])[C:2]1[CH:7]=[CH:6][CH:5]=[CH:4][CH:3]=1 |f:2.3.4,7.8.9.10.11|. Procedure details: To a solution of 4-(benzyloxy)-6-bromo-3-methyl-2-{[3-(tetrahydro-2H-pyran-4-ylmethoxy)phenoxy]methyl}quinoline (400 mg) in dioxane (10 mL) were added piperidin-2-one (90 mg), tris(dibenzylideneacetone)dipalladium(0) (35 mg), cesium carbonate (360 mg), and (9,9-dimethyl-9H-xanthen-4,5-diyl)bis(diphenylphosphine) (65 mg), and the mixture was stirred at 100° C. for 30 hours. The reaction mixture was allowed to cool to room temperature and then concentrated under reduced pressure. The residue was p... Starting materials: CCC(Oc1ccc(C(C)(C)CC)cc1C(C)(C)CC)C(=O)Cl, CC(=O)[O-], CCCCCCC, Cc1ccccc1, CCc1c(Cl)cc(N)c(O)c1Cl, [Na+], O. Product: CCc1c(Cl)cc(NC(=O)C(CC)Oc2ccc(C(C)(C)CC)cc2C(C)(C)CC)c(O)c1Cl. As a reaction SMILES: [CH3:19][C:20]([CH2:21][CH3:22])([CH3:23])[c:24]1[c:25]([O:26][CH:27]([C:28](=[O:29])[Cl:30])[CH2:31][CH3:32])[cH:33][cH:34][c:35]([C:37]([CH2:38][CH3:39])([CH3:40])[CH3:41])[cH:36]1.[CH3:3][C:4](=[O:5])[O-:6].[CH3:42][CH2:43][CH2:44][CH2:45][CH2:46][CH2:47][CH3:48].[CH3:49][c:50]1[cH:51][cH:52][cH:53][cH:54][cH:55]1.[Cl:7][c:8]1[c:9]([OH:18])[c:10]([NH2:11])[cH:12][c:13]([Cl:17])[c:14]1[CH2:15][CH3:16].[Na+:2].[OH2:1]>>[Cl:7][c:8]1[c:9]([OH:18])[c:10]([NH:11][C:28]([CH:27]([O:26][c:25]2[c:24]([C:20]([CH3:19])([CH2:21][CH3:22])[CH3:23])[cH:36][c:35]([C:37]([CH2:38][CH3:39])([CH3:40])[CH3:41])[cH:34][cH:33]2)[CH2:31][CH3:32])=[O:29])[cH:12][c:13]([Cl:17])[c:14]1[CH2:15][CH3:16].